Dataset: the Open Reaction Database (ORD), a public repository of structured organic reaction records. Task: describe an organic reaction: reactants, conditions, products, and yield Reactants: C(C)(=O)O.CC1=C(C=CC(=C1)O)NC1=C(C=CC=C1Cl)Cl (Methyl-2-[(2,6-dichlorophenyl)amino]-5-hydroxy benzene acetate), C([O-])([O-])=O.[K+].[K+] (potassium carbonate), ClCC1=NC2=CC=CC=C2C=C1 (2-chloromethyl quinoline), ClCCl.CO (dichloromethane MeOH). Reagents/catalysts: C1COCCOCCOCCOCCOCCO1 (18-crown-6). Solvent: C(C)#N (acetonitrile). Yields the product COC(CC1=C(C=CC(=C1)OCC1=NC2=CC=CC=C2C=C1)NC1=C(C=CC=C1Cl)Cl)=O (2-[(2,6-Dichlorophenyl)amino]-5-(2-quinolinylmethoxy)benzene acetic acid methyl ester). As a reaction SMILES: [C:1]([OH:4])(=[O:3])[CH3:2].C[C:6]1[CH:11]=[C:10]([OH:12])[CH:9]=[CH:8][C:7]=1[NH:13][C:14]1[C:19]([Cl:20])=[CH:18][CH:17]=[CH:16][C:15]=1[Cl:21].C(=O)([O-])[O-].[K+].[K+].Cl[CH2:29][C:30]1[CH:39]=[CH:38][C:37]2[C:32](=[CH:33][CH:34]=[CH:35][CH:36]=2)[N:31]=1.Cl[CH2:41]Cl.CO>C(#N)C.C1OCCOCCOCCOCCOCCOC1>[CH3:41][O:3][C:1](=[O:4])[CH2:2][C:8]1[CH:9]=[C:10]([O:12][CH2:29][C:30]2[CH:39]=[CH:38][C:37]3[C:32](=[CH:33][CH:34]=[CH:35][CH:36]=3)[N:31]=2)[CH:11]=[CH:6][C:7]=1[NH:13][C:14]1[C:15]([Cl:21])=[CH:16][CH:17]=[CH:18][C:19]=1[Cl:20] |f:0.1,2.3.4,6.7|. Procedure details: Under an atmosphere of nitrogen, a mixture of the crude phenol of Step F, above (5.0 g, 15.4 mmol), potassium carbonate (1.3 g, 9.8 mmol), 18-crown-6 (130 mg), and 2-chloromethyl quinoline (4.1 g, 23 mmol) in 50 mL of acetonitrile is stirred at 60° C. for 24 hours (TLC, silica, dichloromethane-MeOH 19:1). The solvent is evaporated and the residue partitioned between ethyl acetate and water (75 mL each). The insolubles are filtered, the layers separated and the organic phase washed with 1N NaOH a... Starting materials: BrC(Br)(Br)Br, CO, ClCCl, COC(=O)CCCC=CCO, c1ccc(P(c2ccccc2)c2ccccc2)cc1. The product is COC(=O)CCCC=CCBr. Reaction SMILES: [C:12]([Br:13])([Br:14])([Br:15])[Br:16].[CH3:36][OH:37].[Cl:38][CH2:39][Cl:40].[OH:1][CH2:2][CH:3]=[CH:4][CH2:5][CH2:6][CH2:7][C:8](=[O:9])[O:10][CH3:11].[c:17]1([P:18]([c:19]2[cH:20][cH:21][cH:22][cH:23][cH:24]2)[c:25]2[cH:26][cH:27][cH:28][cH:29][cH:30]2)[cH:31][cH:32][cH:33][cH:34][cH:35]1>>[CH2:2]([CH:3]=[CH:4][CH2:5][CH2:6][CH2:7][C:8](=[O:9])[O:10][CH3:11])[Br:13]. Reactants: Brc1cccc2cc[nH]c12, CCOC(C)=O, N#C[Cu]C#N, O. Product: N#Cc1cccc2cc[nH]c12. As a reaction SMILES: [Br:1][c:2]1[cH:3][cH:4][cH:5][c:6]2[cH:7][cH:8][nH:9][c:10]12.[C:16]([O:17][CH2:18][CH3:19])(=[O:20])[CH3:21].[Cu:11]([C:12]#[N:13])[C:14]#[N:15].[OH2:22]>>[c:2]1([C:12]#[N:13])[cH:3][cH:4][cH:5][c:6]2[cH:7][cH:8][nH:9][c:10]12. The reactants are C(C)OC[C@@H](C1=CC=CC=C1)NC([C@H](NC([C@@H](NC(=O)OCC1=CC=CC=C1)C(C(O)=O)CC1=CC=CC=C1)=O)C(C)C)=O (N-benzyloxycarbonyl-β-benzyl-L-aspartyl-D-valine (R)-α-ethoxymethylbenzylamide). Reagents/catalysts: [Pd].[C] (Pd carbon). The solvent is CO (methanol), O (water), O (water). Reaction conditions: temperature 40 celsius. Yields the product C(C)OC[C@@H](C1=CC=CC=C1)NC([C@H](NC([C@@H](N)CC(O)=O)=O)C(C)C)=O (α-L-aspartyl-D-valine (R)-α-ethoxymethylbenzylamide). Yield: 50.3%. As a reaction SMILES: [CH2:1]([O:3][CH2:4][C@H:5]([NH:12][C:13](=[O:44])[C@@H:14]([CH:41]([CH3:43])[CH3:42])[NH:15][C:16](=[O:40])[C@H:17]([CH:29](CC1C=CC=CC=1)[C:30](=[O:32])[OH:31])[NH:18]C(OCC1C=CC=CC=1)=O)[C:6]1[CH:11]=[CH:10][CH:9]=[CH:8][CH:7]=1)[CH3:2]>CO.O.[Pd].[C]>[CH2:1]([O:3][CH2:4][C@H:5]([NH:12][C:13](=[O:44])[C@@H:14]([CH:41]([CH3:43])[CH3:42])[NH:15][C:16](=[O:40])[C@H:17]([CH2:29][C:30](=[O:31])[OH:32])[NH2:18])[C:6]1[CH:11]=[CH:10][CH:9]=[CH:8][CH:7]=1)[CH3:2] |f:3.4|. Procedure: To a suspension of 1.20 g (1.99 mmols) of N-benzyloxycarbonyl-β-benzyl-L-aspartyl-D-valine (R)-α-ethoxymethylbenzylamide in 50 ml of methanol and 10 ml of water was added 0.30 g of 10% Pd-carbon (water content 50%). The mixture was reduced under hydrogen under heat at 40°C., 40 ml of water was added thereto, the catalyst was removed by filtration, and the resulting filtrate was concentrated under reduced pressure to 5 ml. The crystal thus precipitated was removed by filtration and dried to obtai... Reactants: ClC(Cl)Cl, O=C(OO)c1cccc(Cl)c1, O=c1c2ccccc2nc(SCc2ccncc2)n1-c1ccccc1. Yields the product O=c1c2ccccc2nc(S(=O)Cc2ccncc2)n1-c1ccccc1. As a reaction SMILES: [CH:37]([Cl:38])([Cl:39])[Cl:40].[Cl:1][c:2]1[cH:3][cH:4][cH:5][c:6]([C:7]([O:8][OH:10])=[O:9])[cH:11]1.[c:12]1(-[n:18]2[c:19]([S:29][CH2:30][c:31]3[cH:32][cH:33][n:34][cH:35][cH:36]3)[n:20][c:21]3[cH:22][cH:23][cH:24][cH:25][c:26]3[c:27]2=[O:28])[cH:13][cH:14][cH:15][cH:16][cH:17]1>>[O:9]=[S:29]([c:19]1[n:18](-[c:12]2[cH:13][cH:14][cH:15][cH:16][cH:17]2)[c:27](=[O:28])[c:26]2[c:21]([n:20]1)[cH:22][cH:23][cH:24][cH:25]2)[CH2:30][c:31]1[cH:32][cH:33][n:34][cH:35][cH:36]1. The reactants are C(C1=CC=CC=C1)OC1=CC=C(CO)C=C1 (4-benzyloxybenzyl alcohol), BrN1C(CCC1=O)=O (N-bromosuccinimide), C1(=CC=CC=C1)P(C1=CC=CC=C1)C1=CC=CC=C1 (triphenylphosphine). The solvent is ClCCl (dichloromethane). Conditions: time 5 minute. The product is C(C1=CC=CC=C1)OC1=CC=C(CBr)C=C1 (4-Benzyloxybenzyl bromide). Isolated yield 92.6%. As a reaction SMILES: [CH2:1]([O:8][C:9]1[CH:16]=[CH:15][C:12]([CH2:13]O)=[CH:11][CH:10]=1)[C:2]1[CH:7]=[CH:6][CH:5]=[CH:4][CH:3]=1.[Br:17]N1C(=O)CCC1=O.C1(P(C2C=CC=CC=2)C2C=CC=CC=2)C=CC=CC=1>ClCCl>[CH2:1]([O:8][C:9]1[CH:16]=[CH:15][C:12]([CH2:13][Br:17])=[CH:11][CH:10]=1)[C:2]1[CH:7]=[CH:6][CH:5]=[CH:4][CH:3]=1. Procedure details: To 4-benzyloxybenzyl alcohol (8.1 g, 37.8 mmol) in dichloromethane (160 mL) was added N-bromosuccinimide (7.4 g, 41.6 mmol) followed by portionwise addition of triphenylphosphine (10.9 g, 41.6 mmol). The reaction mixture was stirred at room temperature for 5 minutes, and was then concentrated in vacuo. Purification by flash chromatography, eluting with 80:20 hexanes/ethyl acetate, provided 9.7 g (92%) of 1 as a white solid. Starting materials: CC(=O)Cl, CCN(C(C)C)C(C)C, CC1CC(Nc2ccc(Cl)cc2)c2ccccc2N1C(=O)c1ccc(F)cc1. The product is CC(=O)N(c1ccc(Cl)cc1)C1CC(C)N(C(=O)c2ccc(F)cc2)c2ccccc21. Reaction SMILES: [CH3:38][C:39]([Cl:40])=[O:41].[CH:29]([N:30]([CH:31]([CH3:32])[CH3:33])[CH2:34][CH3:35])([CH3:36])[CH3:37].[Cl:1][c:2]1[cH:3][cH:4][c:5]([NH:8][CH:9]2[CH2:10][CH:11]([CH3:28])[N:12]([C:19](=[O:20])[c:21]3[cH:22][cH:23][c:24]([F:27])[cH:25][cH:26]3)[c:13]3[cH:14][cH:15][cH:16][cH:17][c:18]32)[cH:6][cH:7]1>>[Cl:1][c:2]1[cH:3][cH:4][c:5]([N:8]([CH:9]2[CH2:10][CH:11]([CH3:28])[N:12]([C:19](=[O:20])[c:21]3[cH:22][cH:23][c:24]([F:27])[cH:25][cH:26]3)[c:13]3[cH:14][cH:15][cH:16][cH:17][c:18]32)[C:39]([CH3:38])=[O:41])[cH:6][cH:7]1. The reactants are COC=1C=C(C=C(C1OC)OC)N=C=O (3,4,5-trimethoxyphenylisocyanate), ClC=1C=C(CC2CCN(CC2)C[C@@H](C(C)C)N)C=CC1Cl (1-(R)-[4-(3,4-dichlorobenzyl)-piperidin-1-ylmethyl]-2-methylpropylamine), ClC=1C=C(CC2CCN(CC2)C[C@@H](C(C)(C)C)N)C=CC1Cl (1-(R)-[4-(3,4-dichlorobenzyl)-piperidin-1-ylmethyl]-2,2-dimethylpropylamine). Yields the product ClC=1C=C(CC2CCN(CC2)C[C@@H](C(C)(C)C)NC(=O)NC2=CC(=C(C(=C2)OC)OC)OC)C=CC1Cl (1-{1-(R)-[4-(3,4-dichlorobenzyl)-piperidin-1-ylmethyl]-2,2-dimethylpropyl}-3-(3,4,5-trimethoxyphenyl)urea). Reaction SMILES: [CH3:1][O:2][C:3]1[CH:4]=[C:5]([N:13]=[C:14]=[O:15])[CH:6]=[C:7]([O:11][CH3:12])[C:8]=1[O:9][CH3:10].ClC1C=C(C=CC=1Cl)CC1CCN(C[C@H](N)C(C)C)CC1.[Cl:37][C:38]1[CH:39]=[C:40]([CH:55]=[CH:56][C:57]=1[Cl:58])[CH2:41][CH:42]1[CH2:47][CH2:46][N:45]([CH2:48][C@H:49]([NH2:54])[C:50]([CH3:53])([CH3:52])[CH3:51])[CH2:44][CH2:43]1>>[Cl:37][C:38]1[CH:39]=[C:40]([CH:55]=[CH:56][C:57]=1[Cl:58])[CH2:41][CH:42]1[CH2:43][CH2:44][N:45]([CH2:48][C@H:49]([NH:54][C:14]([NH:13][C:5]2[CH:4]=[C:3]([O:2][CH3:1])[C:8]([O:9][CH3:10])=[C:7]([O:11][CH3:12])[CH:6]=2)=[O:15])[C:50]([CH3:53])([CH3:52])[CH3:51])[CH2:46][CH2:47]1. Reported procedure: Proceeding as described in Example 13 above, but substituting 3-methoxyphenylisocyanate with 3,4,5-trimethoxyphenylisocyanate and 1-(R)-[4-(3,4-dichlorobenzyl)-piperidin-1-ylmethyl]-2-methylpropylamine with 1-(R)-[4-(3,4-dichlorobenzyl)-piperidin-1-ylmethyl]-2,2-dimethylpropylamine gave 1-{1-(R)-[4-(3,4-dichlorobenzyl)-piperidin-1-ylmethyl]-2,2-dimethylpropyl}-3-(3,4,5-trimethoxyphenyl)urea.